From a dataset of the Open Reaction Database (ORD), a public repository of structured organic reaction records. describe an organic reaction: reactants, conditions, products, and yield Starting materials: CC(=O)OC(C)=O, Nc1ccc(-c2nc3ccccc3o2)cc1, c1ccccc1. Yields the product CC(=O)Nc1ccc(-c2nc3ccccc3o2)cc1. RXN SMILES: [CH3:17][C:18](=[O:19])[O:20][C:21](=[O:22])[CH3:23].[NH2:1][c:2]1[cH:3][cH:4][c:5](-[c:8]2[o:9][c:10]3[c:11]([n:12]2)[cH:13][cH:14][cH:15][cH:16]3)[cH:6][cH:7]1.[cH:24]1[cH:25][cH:26][cH:27][cH:28][cH:29]1>>[NH:1]([c:2]1[cH:3][cH:4][c:5](-[c:8]2[o:9][c:10]3[c:11]([n:12]2)[cH:13][cH:14][cH:15][cH:16]3)[cH:6][cH:7]1)[C:18]([CH3:17])=[O:19]. Starting materials: Cc1cc([N+](=O)[O-])cnc1C#N, CCO, [Ca+2], [Cl-], [Cl-], [Fe]. The product is Cc1cc(N)cnc1C#N. Reaction SMILES: [C:1](#[N:2])[c:3]1[n:4][cH:5][c:6]([N+:10]([O-:11])=[O:12])[cH:7][c:8]1[CH3:9].[CH3:16][CH2:17][OH:18].[Ca+2:15].[Cl-:13].[Cl-:14].[Fe:19]>>[C:1](#[N:2])[c:3]1[n:4][cH:5][c:6]([NH2:10])[cH:7][c:8]1[CH3:9]. Starting materials: ClCCl, COc1cc(-c2cnc3[nH]cc(-c4ccccc4OC)c3c2)ccc1O, OCCN1CCCC1, CC(C)OC(=O)N=NC(=O)OC(C)C. The product is COc1cc(-c2cnc3[nH]cc(-c4ccccc4OC)c3c2)ccc1OCCN1CCCC1. Reaction SMILES: [CH2:49]([Cl:50])[Cl:51].[CH3:23][O:24][c:25]1[c:26]([OH:48])[cH:27][cH:28][c:29](-[c:31]2[cH:32][c:33]3[c:34]([n:35][cH:36]2)[nH:37][cH:38][c:39]3-[c:40]2[c:41]([O:46][CH3:47])[cH:42][cH:43][cH:44][cH:45]2)[cH:30]1.[N:15]1([CH2:20][CH2:21][OH:22])[CH2:16][CH2:17][CH2:18][CH2:19]1.[O:1]=[C:2]([O:3][CH:4]([CH3:5])[CH3:6])[N:7]=[N:8][C:9]([O:10][CH:11]([CH3:12])[CH3:13])=[O:14]>>[N:15]1([CH2:20][CH2:21][O:22][c:26]2[c:25]([O:24][CH3:23])[cH:30][c:29](-[c:31]3[cH:32][c:33]4[c:34]([n:35][cH:36]3)[nH:37][cH:38][c:39]4-[c:40]3[c:41]([O:46][CH3:47])[cH:42][cH:43][cH:44][cH:45]3)[cH:28][cH:27]2)[CH2:16][CH2:17][CH2:18][CH2:19]1. Run at time 8 hour. Reactants: C(C)OC(CNC1=CC=CC=C1)=O (N-Phenylglycine ethyl ester), C(=O)OC(C)=O (acetic formic anhydride). The solvent is O (water). RXN SMILES: [CH2:1]([O:3][C:4](=[O:13])[CH2:5][NH:6][C:7]1[CH:12]=[CH:11][CH:10]=[CH:9][CH:8]=1)[CH3:2].[CH:14](OC(=O)C)=[O:15]>O>[CH2:1]([O:3][C:4](=[O:13])[CH2:5][N:6]([C:7]1[CH:12]=[CH:11][CH:10]=[CH:9][CH:8]=1)[CH:14]=[O:15])[CH3:2]. Procedure: N-Phenylglycine ethyl ester (100 g; 0-56 mol) was added in small portions to acetic formic anhydride (100 g; 1.14 mol) with vigorous stirring. The mixture was allowed to stir overnight, then it was poured into water, and extracted with ether. The ether solution was washed with sodium bicarbonate solution and then with water. The ether was evaporated in vacuo to give an oil which was distilled to give N-phenyl-N-formylglycine ethyl ester (81 g; 70%) having a bp 115°-117° C. Product: C(C)OC(CN(C=O)C1=CC=CC=C1)=O (N-phenyl-N-formylglycine ethyl ester). The yield is 70.0%.